Dataset: the Open Reaction Database (ORD), a public repository of structured organic reaction records. Task: describe an organic reaction: reactants, conditions, products, and yield Starting materials: O=C1CCC(=O)C1, COc1ccc(-c2ccc3cc(OS(=O)(=O)c4ccc(C)cc4)ccc3c2)cc1C12CC3CC(CC(C3)C1)C2, [K+], [K+], [K+], CC(=O)[O-], CC(=O)[O-], O=P([O-])([O-])[O-], [Pd+2]. Yields the product COc1ccc(-c2ccc3cc(C4=C(O)CCC4=O)ccc3c2)cc1C12CC3CC(CC(C3)C1)C2. RXN SMILES: [C:1]1(=[O:7])[CH2:2][C:3](=[O:6])[CH2:4][CH2:5]1.[C:8]12([c:18]3[cH:19][c:20](-[c:26]4[cH:27][c:28]5[cH:29][cH:30][c:31]([O:36][S:37]([c:38]6[cH:39][cH:40][c:41]([CH3:42])[cH:43][cH:44]6)(=[O:45])=[O:46])[cH:32][c:33]5[cH:34][cH:35]4)[cH:21][cH:22][c:23]3[O:24][CH3:25])[CH2:9][CH:10]3[CH2:11][CH:12]([CH2:13][CH:14]([CH2:15]1)[CH2:16]3)[CH2:17]2.[K+:52].[K+:53].[K+:54].[O-:56][C:57]([CH3:58])=[O:59].[O-:60][C:61]([CH3:62])=[O:63].[P:47]([O-:48])([O-:49])([O-:50])=[O:51].[Pd+2:55]>>[C:1]1(=[O:7])[C:2]([c:31]2[cH:30][cH:29][c:28]3[cH:27][c:26](-[c:20]4[cH:19][c:18]([C:8]56[CH2:9][CH:10]7[CH2:11][CH:12]([CH2:13][CH:14]([CH2:15]5)[CH2:16]7)[CH2:17]6)[c:23]([O:24][CH3:25])[cH:22][cH:21]4)[cH:35][cH:34][c:33]3[cH:32]2)=[C:3]([OH:6])[CH2:4][CH2:5]1. The reactants are CCO, Cl, COCOCc1ccc(CF)cn1. Product: OCc1ccc(CF)cn1. Reaction SMILES: [CH3:15][CH2:16][OH:17].[ClH:14].[F:1][CH2:2][c:3]1[cH:4][cH:5][c:6]([CH2:9][O:10][CH2:11][O:12][CH3:13])[n:7][cH:8]1>>[F:1][CH2:2][c:3]1[cH:4][cH:5][c:6]([CH2:9][OH:10])[n:7][cH:8]1. As a reaction SMILES: [F:1][C:2]1[C:3]([C:8]2([C:12]#[N:13])[CH2:11][CH2:10][CH2:9]2)=[N:4][CH:5]=[CH:6][CH:7]=1.[H-].[H-].[H-].[H-].[Li+].[Al+3]>C1COCC1>[F:1][C:2]1[C:3]([C:8]2([CH2:12][NH2:13])[CH2:11][CH2:10][CH2:9]2)=[N:4][CH:5]=[CH:6][CH:7]=1 |f:1.2.3.4.5.6|. The solvent is C1CCOC1 (THF). Reaction conditions: time 15 minute. Yields the product FC=1C(=NC=CC1)C1(CCC1)CN ((1-(3-fluoropyridin-2-yl)cyclobutyl)methanamine). Procedure: To a 0° C. solution of 1-(3-fluoropyridin-2-yl)cyclobutanecarbonitrile (88 g, 500 mmol, 1.0 equiv) in THF (400 mL) was added LAH (2M in THF, 575 mL, 1.15 mol) in a dropwise manner over one hour. The reaction was then warmed to room temperature and stirred for 15 min. After the reaction was complete, it was cooled back down to 0° C. and quenched slowly with water (43 mL), 3 N NaOH (43 mL), and water (125 mL). The quenched reaction was stirred for 30 min and then filtered through Celite. The filtr... The reactants are FC=1C(=NC=CC1)C1(CCC1)C#N (1-(3-fluoropyridin-2-yl)cyclobutanecarbonitrile), [H-].[H-].[H-].[H-].[Li+].[Al+3] (LAH). Isolated yield 88.8%. The reactants are c1ccc(COc2ccc3[nH]ccc3c2)cc1, [H-], CI, [Na+], CN(C)C=O, O. The product is Cn1ccc2cc(OCc3ccccc3)ccc21. Reaction SMILES: [CH2:1]([c:2]1[cH:3][cH:4][cH:5][cH:6][cH:7]1)[O:8][c:9]1[cH:10][c:11]2[cH:12][cH:13][nH:14][c:15]2[cH:16][cH:17]1.[H-:18].[I:20][CH3:21].[Na+:19].[O:23]=[CH:24][N:25]([CH3:26])[CH3:27].[OH2:22]>>[CH2:1]([c:2]1[cH:3][cH:4][cH:5][cH:6][cH:7]1)[O:8][c:9]1[cH:10][c:11]2[cH:12][cH:13][n:14]([CH3:21])[c:15]2[cH:16][cH:17]1. Starting materials: Cc1ccc(S(=O)(=O)NCCC(C(=O)NOCc2ccccc2)C2(CC(C)C)CCN(CCc3ccccc3)C2=O)cc1, CO. Product: Cc1ccc(S(=O)(=O)NCCC(C(=O)NO)C2(CC(C)C)CCN(CCc3ccccc3)C2=O)cc1. As a reaction SMILES: [CH2:1]([c:2]1[cH:3][cH:4][cH:5][cH:6][cH:7]1)[O:8][NH:9][C:10]([CH:11]([C:12]1([CH2:26][CH:27]([CH3:28])[CH3:29])[C:13](=[O:25])[N:14]([CH2:17][CH2:18][c:19]2[cH:20][cH:21][cH:22][cH:23][cH:24]2)[CH2:15][CH2:16]1)[CH2:30][CH2:31][NH:32][S:33](=[O:34])(=[O:35])[c:36]1[cH:37][cH:38][c:39]([CH3:42])[cH:40][cH:41]1)=[O:43].[CH3:44][OH:45]>>[OH:8][NH:9][C:10]([CH:11]([C:12]1([CH2:26][CH:27]([CH3:28])[CH3:29])[C:13](=[O:25])[N:14]([CH2:17][CH2:18][c:19]2[cH:20][cH:21][cH:22][cH:23][cH:24]2)[CH2:15][CH2:16]1)[CH2:30][CH2:31][NH:32][S:33](=[O:34])(=[O:35])[c:36]1[cH:37][cH:38][c:39]([CH3:42])[cH:40][cH:41]1)=[O:43].